This data is from the Open Reaction Database (ORD), a public repository of structured organic reaction records. The task is: describe an organic reaction: reactants, conditions, products, and yield The reactants are NC1=C(C=CC=C1)O (2-aminophenol), C(C1=CC=NC=C1)(=O)O (isonicotinic acid), B(O)(O)O (boric acid). Solvent: C=1(C(=CC=CC1)C)C (xylene). The product is O1C(=NC2=C1C=CC=C2)C2=CC=NC=C2 (4-(Benzoxazol-2-yl)pyridine). As a reaction SMILES: [NH2:1][C:2]1[CH:7]=[CH:6][CH:5]=[CH:4][C:3]=1[OH:8].[C:9](O)(=O)[C:10]1[CH:15]=[CH:14][N:13]=[CH:12][CH:11]=1.B(O)(O)O>C1(C)C(C)=CC=CC=1>[O:8]1[C:3]2[CH:4]=[CH:5][CH:6]=[CH:7][C:2]=2[N:1]=[C:9]1[C:10]1[CH:15]=[CH:14][N:13]=[CH:12][CH:11]=1. Procedure: A mixture of 2-aminophenol (10.9 g, 100 mmol), isonicotinic acid (12.3 g, 100 mmol) and boric acid (6.1 g, 100 mmol) in xylene (500 ml) was heated at reflux, under a nitrogen atmosphere, for 17 hours. The mixture was cooled to room temperature and the orange suspension partitioned between sodium hydroxide solution (4N, 500 ml) and ethyl acetate (500 ml), the phases were separated and the organic layer washed with sodium hydroxide solution (2N, 2×300 ml), water (100 ml) and brine (100 ml). Reactants: C(C)(C)(C)N1N=C(C=C1C1=CC=C(C=C1)OC)CCC=O (3-(1-tert-butyl-5-(4-methoxyphenyl)-1H-pyrazol-3-yl)propanal), [BH-](OC(=O)C)(OC(=O)C)OC(=O)C.[Na+] (NaBH(OAc)3), CC1N(CCNC1)C=1C=C(C=CC1)C (2-methyl-1-m-tolylpiperazine), CCN(C(C)C)C(C)C (DIPEA). Yields the product C(C)(C)(C)N1N=C(C=C1C1=CC=C(C=C1)OC)CCCN1CC(N(CC1)C=1C=C(C=CC1)C)C (4-(3-(1-tert-butyl-5-(4-methoxyphenyl)-1H-pyrazol-3-yl)propyl)-2-methyl-1-m-tolylpiperazine). Reaction SMILES: [C:1]([N:5]1[C:9]([C:10]2[CH:15]=[CH:14][C:13]([O:16][CH3:17])=[CH:12][CH:11]=2)=[CH:8][C:7]([CH2:18][CH2:19][CH:20]=O)=[N:6]1)([CH3:4])([CH3:3])[CH3:2].[CH3:22][CH:23]1[CH2:28][NH:27][CH2:26][CH2:25][N:24]1[C:29]1[CH:30]=[C:31]([CH3:35])[CH:32]=[CH:33][CH:34]=1.CCN(C(C)C)C(C)C.[BH-](OC(C)=O)(OC(C)=O)OC(C)=O.[Na+]>>[C:1]([N:5]1[C:9]([C:10]2[CH:15]=[CH:14][C:13]([O:16][CH3:17])=[CH:12][CH:11]=2)=[CH:8][C:7]([CH2:18][CH2:19][CH2:20][N:27]2[CH2:26][CH2:25][N:24]([C:29]3[CH:30]=[C:31]([CH3:35])[CH:32]=[CH:33][CH:34]=3)[CH:23]([CH3:22])[CH2:28]2)=[N:6]1)([CH3:4])([CH3:2])[CH3:3] |f:3.4|. Reported procedure: 136 mg (92%) of target compound was obtained by using a method same as in Example 1 by using 3-(1-tert-butyl-5-(4-methoxyphenyl)-1H-pyrazol-3-yl)propanal (85 mg, 0.297 mmol), 2-methyl-1-m-tolylpiperazine (57 mg, 0.297 mmol), DIPEA (0.078 mL, 0.446 mmol) and NaBH(OAc)3 (189 mg, 0.891 mmol). The reactants are FC1=C(C#N)C=C(C=C1)CO (2-Fluoro-5-(hydroxymethyl)benzonitrile), N(=NC(=O)OC(C)C)C(=O)OC(C)C (Dipropan-2-yl diazene-1,2-dicarboxylate), C1(=CC=CC=C1)P(C1=CC=CC=C1)C1=CC=CC=C1 (triphenylphosphine), C(C)(C)(C)OC(=O)N1CCC(CC1)CCC(=O)N1C[C@@H](CCC1)C(N[C@@H](CC(=O)OC)C=1C=NC=C(C1)O)=O (tert-butyl-4-{3-[(3R)-3-{[(1S)-1-(5-hydroxypyridin-3-yl)-3-methoxy-3-oxopropyl]carbamoyl}piperidin-1-yl]-3-oxopropyl}piperidine-1-carboxylate). Run in C1CCOC1 (THF), ClCCl (dichloromethane). Run at temperature 0 celsius, time 3 hour. The product is C(#N)C=1C=C(COC=2C=C(C=NC2)[C@H](CC(=O)OC)NC(=O)[C@H]2CN(CCC2)C(CCC2CCN(CC2)C(=O)OC(C)(C)C)=O)C=CC1F (tert-butyl 4-{3-[(3R)-3-{[(1S)-1-{5-[(3-cyano-4-fluorobenzyl)oxy]pyridin-3-yl}-3-methoxy-3-oxopropyl]carbamoyl}piperidin-1-yl]-3-oxopropyl}piperidine-1-carboxylate). The yield is 7.8%. Reaction SMILES: C1(P(C2C=CC=CC=2)C2C=CC=CC=2)C=CC=CC=1.[C:20]([O:24][C:25]([N:27]1[CH2:32][CH2:31][CH:30]([CH2:33][CH2:34][C:35]([N:37]2[CH2:42][CH2:41][CH2:40][C@@H:39]([C:43](=[O:58])[NH:44][C@H:45]([C:51]3[CH:52]=[N:53][CH:54]=[C:55]([OH:57])[CH:56]=3)[CH2:46][C:47]([O:49][CH3:50])=[O:48])[CH2:38]2)=[O:36])[CH2:29][CH2:28]1)=[O:26])([CH3:23])([CH3:22])[CH3:21].[F:59][C:60]1[CH:67]=[CH:66][C:65]([CH2:68]O)=[CH:64][C:61]=1[C:62]#[N:63].N(C(OC(C)C)=O)=NC(OC(C)C)=O>ClCCl.C1COCC1>[C:62]([C:61]1[CH:64]=[C:65]([CH:66]=[CH:67][C:60]=1[F:59])[CH2:68][O:57][C:55]1[CH:56]=[C:51]([C@@H:45]([NH:44][C:43]([C@@H:39]2[CH2:40][CH2:41][CH2:42][N:37]([C:35](=[O:36])[CH2:34][CH2:33][CH:30]3[CH2:29][CH2:28][N:27]([C:25]([O:24][C:20]([CH3:23])([CH3:21])[CH3:22])=[O:26])[CH2:32][CH2:31]3)[CH2:38]2)=[O:58])[CH2:46][C:47]([O:49][CH3:50])=[O:48])[CH:52]=[N:53][CH:54]=1)#[N:63]. Procedure details: Polymer bound triphenylphosphine (30 mg) and tert-butyl-4-{3-[(3R)-3-{[(1S)-1-(5-hydroxypyridin-3-yl)-3-methoxy-3-oxopropyl]carbamoyl}piperidin-1-yl]-3-oxopropyl}piperidine-1-carboxylate (example 5e, 30 mg, 60 μmol) were stirred in dichloromethane for 30 minutes. 2-Fluoro-5-(hydroxymethyl)benzonitrile (26 mg, 0.17 mmol) in THF was added and the mixture was cooled to 0° C. Dipropan-2-yl diazene-1,2-dicarboxylate (20 μL, 0.11 mmol) was added, the mixture was stirred for 3 hours at room temperature... Reactants: C(C)OC(CCCC1=C(C(=C(C=C1)C)[N+](=O)[O-])C)=O (4-(2,4-dimethyl-3-nitro-phenyl)-butyric acid ethyl ester), Cl (HCl). Run in [OH-].[K+] (KOH). Conditions: temperature 120 celsius. The product is CC1=C(C=CC(=C1[N+](=O)[O-])C)CCCC(=O)O (4-(2,4-Dimethyl-3-nitrophenyl)butanoic acid). Isolated yield 79.6%. RXN SMILES: C([O:3][C:4](=[O:19])[CH2:5][CH2:6][CH2:7][C:8]1[CH:13]=[CH:12][C:11]([CH3:14])=[C:10]([N+:15]([O-:17])=[O:16])[C:9]=1[CH3:18])C.Cl>[OH-].[K+]>[CH3:18][C:9]1[C:10]([N+:15]([O-:17])=[O:16])=[C:11]([CH3:14])[CH:12]=[CH:13][C:8]=1[CH2:7][CH2:6][CH2:5][C:4]([OH:19])=[O:3] |f:2.3|. Procedure details: A suspension of 4-(2,4-dimethyl-3-nitro-phenyl)-butyric acid ethyl ester (4 g, 16.9 mmol) in 100 ml of 5% KOH was refluxed at 120° C. for 4 hours. This reaction was then cooled to 0° C. and neutralized with 10% HCl to pH 3-4. The resulting solid was filtered and washed with water. After drying under reduced pressure at 40° C., 3.19 g (80%) of pure product as a white solid was obtained. 1H-NMR δ (DMSO-d6, 300 MHz): 12.12 (brs, 1H, exchangeable with D2O), 7.26 (d, J=7.8 Hz, 1H), 7.20 (d, J=7.8 Hz,... The reactants are C(CCC)=O (butyraldehyde), dysprosium triflate-(CF3SO3)3Dy-, N1C=CC2=CC=CC=C12 (indole). The solvent is O (H2O), CO (CH3OH). Product: N1C=C(C2=CC=CC=C12)C(CCC)C1=CNC2=CC=CC=C12 (1,1-di-indol-3-yl-butane). As a reaction SMILES: [NH:1]1[C:9]2[C:4](=[CH:5][CH:6]=[CH:7][CH:8]=2)[CH:3]=[CH:2]1.[CH:10](=O)[CH2:11][CH2:12][CH3:13]>CO.O>[NH:1]1[C:9]2[C:4](=[CH:5][CH:6]=[CH:7][CH:8]=2)[C:3]([CH:10]([C:3]2[C:4]3[C:9](=[CH:8][CH:7]=[CH:6][CH:5]=3)[NH:1][CH:2]=2)[CH2:11][CH2:12][CH3:13])=[CH:2]1. Procedure: 282 mg of indole (2.4 mmol) were dissolved in 10 ml of CH3OH and 5 ml of H2O; 72 mg (1 mmol) of butyraldehyde and 240 mg of dysprosium triflate-(CF3SO3)3Dy-(0.393 mmol) were added. The reactants are CN(S(=O)(=O)C1=C(C=CC=C1)[N+](=O)[O-])OCC1=CC=CC=C1 (N-methyl-N-(phenylmethoxy)-2-nitrobenzenesulfonamide), C (Charcoal), O (Water). The reagents and catalysts are [Fe] (iron). The solvent is C(C)(=O)O (acetic acid). Conditions: time 20 minute. Product: CN(S(=O)(=O)C1=C(C=CC=C1)N)OCC1=CC=CC=C1 (N-methyl-N-(phenylmethoxy)-2-aminobenzenesulfonamide). Isolated yield 36.3%. Reaction SMILES: [CH3:1][N:2]([O:15][CH2:16][C:17]1[CH:22]=[CH:21][CH:20]=[CH:19][CH:18]=1)[S:3]([C:6]1[CH:11]=[CH:10][CH:9]=[CH:8][C:7]=1[N+:12]([O-])=O)(=[O:5])=[O:4].O.C>C(O)(=O)C.[Fe]>[CH3:1][N:2]([O:15][CH2:16][C:17]1[CH:22]=[CH:21][CH:20]=[CH:19][CH:18]=1)[S:3]([C:6]1[CH:11]=[CH:10][CH:9]=[CH:8][C:7]=1[NH2:12])(=[O:4])=[O:5]. Procedure details: To a solution of 88.9 g of the product of Example 33 in 565 ml of 90% aqueous acetic acid was added 83 g of iron powder at 80°-90° in several portions. Water (60 ml) was then added and heating continued for 20 minutes. Charcoal (10 g) was added and the solution filtered through Celite® and concentrated in-vacuo. The residue was made strongly alkaline with 20% NaOH solution, then extracted with methylene chloride. The extract was dried and concentrated in-vacuo to give 29.3 g of N-methyl-N-(pheny... The reactants are BrC1=NSC2=NC=CC=C21 (3-bromoisothiazolo[5,4-b]pyridine), NCCCN (1, 3-diaminopropane). The solvent is CO (methanol), C(C)(=O)OCC (ethyl acetate). Conditions: temperature 64 celsius. Product: S1N=C(C=2C1=NC=CC2)NCCCN (N1-(isothiazolo[5,4-b]pyridin-3-yl)propane-1,3-diamine). As a reaction SMILES: Br[C:2]1[C:10]2[C:5](=[N:6][CH:7]=[CH:8][CH:9]=2)[S:4][N:3]=1.[NH2:11][CH2:12][CH2:13][CH2:14][NH2:15]>CO.C(OCC)(=O)C>[S:4]1[C:5]2=[N:6][CH:7]=[CH:8][CH:9]=[C:10]2[C:2]([NH:11][CH2:12][CH2:13][CH2:14][NH2:15])=[N:3]1. Procedure details: A mixture of 3-bromoisothiazolo[5,4-b]pyridine (1.9 g, 8.8 mmol), and 1, 3-diaminopropane (6.7 g, 90 mmol) in methanol (10 ml) was heated at 64° C. for 1.5 hours. The reaction mixture was cooled to room temperature and concentrated under reduced pressure. The crude reaction mixture was diluted with ethyl acetate and washed successively with saturated aqueous sodium bicarbonate solution and brine. The organic layer was dried over anhydrous sodium sulfate, filtered and concentrated under reduced p... Starting materials: C(CC)N1C(=O)N(C=2N=CNC2C1=O)CC1=CC=CC=C1 (1-propyl-3-benzyl xanthine), CC(=O)O[Na] (CH3CO2Na), BrBr (Br2). Solvent: C(C)(=O)O (acetic acid). Reaction conditions: temperature 45 celsius, time 30 minute. The product is C(CC)N1C(=O)N(C=2N=C(NC2C1=O)Br)CC1=CC=CC=C1 (1-PROPYL-3-BENZYL-8-BROMO-XANTHINE). Isolated yield 85.0%. RXN SMILES: [CH2:1]([N:4]1[C:13](=[O:14])[C:12]2[NH:11][CH:10]=[N:9][C:8]=2[N:7]([CH2:15][C:16]2[CH:21]=[CH:20][CH:19]=[CH:18][CH:17]=2)[C:5]1=[O:6])[CH2:2][CH3:3].CC(O[Na])=O.[Br:27]Br>C(O)(=O)C>[CH2:1]([N:4]1[C:13](=[O:14])[C:12]2[NH:11][C:10]([Br:27])=[N:9][C:8]=2[N:7]([CH2:15][C:16]2[CH:21]=[CH:20][CH:19]=[CH:18][CH:17]=2)[C:5]1=[O:6])[CH2:2][CH3:3]. Procedure: A mixture of 1-propyl-3-benzyl xanthine (2.82 mmol), CH3CO2Na (2.82 mmol) and acetic acid (15 mL) was heated at 40-50° C. To the solution was added Br2 (2.82 mmol) and the reaction was stirred for further 30 minutes at 45° C. After cooling at room temperature the precipitate was collected by filtration and finally crystallized from EtOH. (White solid. Yield 85%).